Dataset: the Open Reaction Database (ORD), a public repository of structured organic reaction records. Task: describe an organic reaction: reactants, conditions, products, and yield Starting materials: c1(cc(ccc1)Cl)C(OO)=O, C1C(C1)(c1[nH]c2nc(ccc2n1)N1C[C@@H](CCC1)C(=O)N1CCCC1)n1cc(cn1)Cl. Reagents/catalysts: c1ccc(cc1)-c2c3ccccc3cc4ccccc24 (9-Phenylanthracene), c12ccc3n1[Cu]n1c(c(c4nc(C=C4)c3c3c(cccc3Cl)Cl)c3c(cccc3Cl)Cl)ccc1c(c1C=Cc(n1)c2c1c(cccc1Cl)Cl)c1c(cccc1Cl)Cl (Cu[TDClPP]). Solvent: CO (MeOH), C(CCl)Cl (DCE). Run at temperature 25 celsius, time 18 hour. The product is Oc1cc(nc2[nH]c(nc12)C3(CC3)n4cc(Cl)cn4)N5CCC[C@H](C5)C(=O)N6CCCC6. As a reaction SMILES: [Cl:1][c:2]1[cH:6][n:5]([C:7]2([c:10]3[nH:18][c:17]([c:12]4[n:11]3)[n:16][c:15]([N:19]5[CH2:24][C@H:23]([C:25]([N:27]6[CH2:31][CH2:30][CH2:29][CH2:28]6)=[O:26])[CH2:22][CH2:21][CH2:20]5)[cH:14][cH:13]4)[CH2:9][CH2:8]2)[n:4][cH:3]1.[OH:32]OC(c1cc(Cl)ccc1)=O>>[OH:32][c:13]1[c:12]([c:17]2[n:16][c:15]([N:19]3[CH2:24][C@H:23]([C:25]([N:27]4[CH2:31][CH2:30][CH2:29][CH2:28]4)=[O:26])[CH2:22][CH2:21][CH2:20]3)[cH:14]1)[n:11][c:10]([C:7]5([n:5]6[n:4][cH:3][c:2]([Cl:1])[cH:6]6)[CH2:9][CH2:8]5)[nH:18]2. Starting materials: [OH-].[Na+] (sodium hydroxide), O[C@H]1C[C@@H]2CC[C@H]3[C@@H]4CC[C@H](C(C)=O)[C@]4(CC=C3[C@]2(CC1)C)C (3α-Hydroxy-5α-pregn-9(11)-en-20-one), BrN1C(CCC1=O)=O (N-bromosuccinimide), Cl(=O)(=O)(=O)O (perchloric acid). The solvent is O1CCOCC1 (dioxan), O (water), C(C)(=O)O (acetic acid), O (water), O (water). Reaction conditions: time 5 minute. Yields the product O1[C@]23[C@]4(CC[C@H](C[C@@H]4CC[C@H]2[C@@H]2CC[C@H](C(C)=O)[C@]2(C[C@@H]31)C)O)C (9β,11β-Epoxy-3α-hydroxy-5α-pregnan-20-one). Isolated yield 25.5%. As a reaction SMILES: [OH:1][C@@H:2]1[CH2:21][CH2:20][C@@:19]2([CH3:22])[C@@H:4]([CH2:5][CH2:6][C@@H:7]3[C:18]2=[CH:17][CH2:16][C@@:15]2([CH3:23])[C@H:8]3[CH2:9][CH2:10][C@@H:11]2[C:12](=[O:14])[CH3:13])[CH2:3]1.BrN1C(=[O:30])CCC1=O.Cl(O)(=O)(=O)=O.[OH-].[Na+]>O1CCOCC1.O.C(O)(=O)C>[O:30]1[C@@H:17]2[C@:18]31[C@H:7]([C@H:8]1[C@:15]([CH3:23])([CH2:16]2)[C@@H:11]([C:12](=[O:14])[CH3:13])[CH2:10][CH2:9]1)[CH2:6][CH2:5][C@@H:4]1[C@:19]3([CH3:22])[CH2:20][CH2:21][C@@H:2]([OH:1])[CH2:3]1 |f:3.4|. Procedure details: 3α-Hydroxy-5α-pregn-9(11)-en-20-one (500 mg.) was dissolved in dioxan (50 ml.) and water (12.5 ml.) under nitrogen; N-bromosuccinimide (325 mg.) was added followed by perchloric acid (60% w/v; 0.175 ml.) in water (5 ml.) and the reaction was allowed to stand at room temperature for 5 min. The pH was adjusted to 11.7 with 2N sodium hydroxide and the reaction mixture was allowed to stand at room temperature for a further 15 mins. The pH was adjusted to 6 with glacial acetic acid and the mixture wa... Reactants: CC1=C(N=CN1)CSCCN=C=S (2-(5-methylimidazol-4-ylmethylthio)ethylisothiocyanate), N#CN (cyanamide), C1CCC2=NCCCN2CC1 (DBU). Run in C(Cl)(Cl)Cl (CHCl3), C(Cl)(Cl)Cl (CHCl3). Conditions: time 8 hour. Product: C(#N)NC(=S)NCCSCC=1N=CNC1C (N-cyano-N'-[2-(5-methylimidazol-4-ylmethylthio)ethyl]thiourea). Yield: 71.5%. RXN SMILES: [CH3:1][C:2]1[NH:6][CH:5]=[N:4][C:3]=1[CH2:7][S:8][CH2:9][CH2:10][N:11]=[C:12]=[S:13].[N:14]#[C:15][NH2:16].C1CCN2C(=NCCC2)CC1>C(Cl)(Cl)Cl>[C:15]([NH:16][C:12]([NH:11][CH2:10][CH2:9][S:8][CH2:7][C:3]1[N:4]=[CH:5][NH:6][C:2]=1[CH3:1])=[S:13])#[N:14]. Procedure: A solution of 2-(5-methylimidazol-4-ylmethylthio)ethylisothiocyanate [obtained from its hydrochloride (4.17 g)] in CHCl3 (20 ml) was added to a solution of cyanamide (1.05 g) and DBU (3.80 g) in CHCl3 (50 ml) and stirred overnight. After concentration, the residue was dissolved in water (30 ml) and washed with ether, decolorized with charcoal and acidified to pH 5 with 10% HCl under ice-cooling. The precipitate was filtered, washed with water and dried to give N-cyano-N'-[2-(5-methylimidazol-4-y... Yields the product C1(=CC=CC=C1)NN=C(C1=CC(=C(C(=C1)C(C)(C)C)O)C(C)(C)C)C1=CC=CC=C1 (3,5-di-t-butyl-4-hydroxybenzophenone phenylhydrazone). Starting materials: C1(=CC=C(C=C1)S(=O)(=O)O)C (p-toluenesulfonic acid), O (water), C(C)(C)(C)C=1C=C(C(=O)C2=CC=CC=C2)C=C(C1O)C(C)(C)C (3,5-di-t-butyl-4-hydroxybenzophenone), C1(=CC=CC=C1)NN (phenylhydrazine). Run in C1=CC=CC=C1 (benzene). As a reaction SMILES: [C:1]([C:5]1[CH:6]=[C:7]([CH:16]=[C:17]([C:20]([CH3:23])([CH3:22])[CH3:21])[C:18]=1[OH:19])[C:8]([C:10]1[CH:15]=[CH:14][CH:13]=[CH:12][CH:11]=1)=O)([CH3:4])([CH3:3])[CH3:2].[C:24]1([NH:30][NH2:31])[CH:29]=[CH:28][CH:27]=[CH:26][CH:25]=1.C1(C)C=CC(S(O)(=O)=O)=CC=1.O>C1C=CC=CC=1>[C:24]1([NH:30][N:31]=[C:8]([C:10]2[CH:15]=[CH:14][CH:13]=[CH:12][CH:11]=2)[C:7]2[CH:6]=[C:5]([C:1]([CH3:4])([CH3:3])[CH3:2])[C:18]([OH:19])=[C:17]([C:20]([CH3:23])([CH3:22])[CH3:21])[CH:16]=2)[CH:29]=[CH:28][CH:27]=[CH:26][CH:25]=1. Procedure details: One gram of 3,5-di-t-butyl-4-hydroxybenzophenone and 880 mg of phenylhydrazine were refluxed under heating in 30 ml of benzene in the presence of 20 mg of p-toluenesulfonic acid for 3.5 hours. The reaction mixture was poured into water and extracted with benzene. The extract was chromatographed on a silica gel column, and recrystallized from diethyl ether/n-hexane to give 3,5-di-t-butyl-4-hydroxybenzophenone phenylhydrazone as colorless needles. The reactants are FC(C(=O)C=1C=C2C=CNC2=CC1)(F)F (2,2,2-trifluoro-1-(1H-indol-5-yl)-ethanone), C(C)(C)(C)OC(=O)N1S(OCCC1(C)C)(=O)=O (N-tert-butoxycarbonyl-4,4-dimethyl-[1,2,3]oxathiazinane-2,2-dioxide). Product: NC(CCN1C=CC2=CC(=CC=C12)C(C(F)(F)F)=O)(C)C (1-[1-(3-amino-3-methyl-butyl)-1H-indol-5-yl]-2,2,2-trifluoro-ethanone). Reaction SMILES: [F:1][C:2]([F:15])([F:14])[C:3]([C:5]1[CH:6]=[C:7]2[C:11](=[CH:12][CH:13]=1)[NH:10][CH:9]=[CH:8]2)=[O:4].C(OC([N:23]1[C:28]([CH3:30])([CH3:29])[CH2:27][CH2:26]OS1(=O)=O)=O)(C)(C)C>>[NH2:23][C:28]([CH3:30])([CH3:29])[CH2:27][CH2:26][N:10]1[C:11]2[C:7](=[CH:6][C:5]([C:3](=[O:4])[C:2]([F:1])([F:14])[F:15])=[CH:13][CH:12]=2)[CH:8]=[CH:9]1. Procedure details: Prepared analogously to Component V by alkylation of 2,2,2-trifluoro-1-(1H-indol-5-yl)-ethanone with N-tert-butoxycarbonyl-4,4-dimethyl-[1,2,3]oxathiazinane-2,2-dioxide (Component XI) and subsequent cleaving of the acid protecting group.